describe an organic reaction: reactants, conditions, products, and yield From a dataset of the Open Reaction Database (ORD), a public repository of structured organic reaction records. Starting materials: Compound II, CN(NC(NCC1=CC=NC=C1)=O)CC(=O)O (2-(1-methyl-2-(pyridin-4-ylmethylcarbamoyl)hydrazinyl)acetic acid), N[C@H](C(=O)N([C@H](C(OCC)OCC)C)CC=1C2=C(SC1)C=CC=C2)CC2=CC=C(C=C2)OC(C)(C)C ((S)-2-amino-N-(benzo[b]thiophen-3-ylmethyl)-3-(4-tert-butoxyphenyl)-N—((S)-1,1-diethoxypropan-2-yl)propanamide). The product is S1C2=C(C(=C1)CN(C([C@H](CC1=CC=C(C=C1)OC(C)(C)C)NC(CN(NC(=O)NCC1=CC=NC=C1)C)=O)=O)[C@H](C(OCC)OCC)C)C=CC=C2 (1-(2-((S)-1-((benzo[b]thiophen-3-ylmethyl)((S)-1,1-diethoxypropan-2-yl)amino)-3-(4-tert-butoxyphenyl)-1-oxopropan-2-ylamino)-2-oxoethyl)-1-methyl-4-(pyridin-4-ylmethyl)semicarbazide). Reaction SMILES: [CH3:1][N:2]([CH2:14][C:15]([OH:17])=O)[NH:3][C:4](=[O:13])[NH:5][CH2:6][C:7]1[CH:12]=[CH:11][N:10]=[CH:9][CH:8]=1.[NH2:18][C@@H:19]([CH2:42][C:43]1[CH:48]=[CH:47][C:46]([O:49][C:50]([CH3:53])([CH3:52])[CH3:51])=[CH:45][CH:44]=1)[C:20]([N:22]([CH2:32][C:33]1[C:34]2[CH:41]=[CH:40][CH:39]=[CH:38][C:35]=2[S:36][CH:37]=1)[C@@H:23]([CH3:31])[CH:24]([O:28][CH2:29][CH3:30])[O:25][CH2:26][CH3:27])=[O:21]>>[S:36]1[CH:37]=[C:33]([CH2:32][N:22]([C@@H:23]([CH3:31])[CH:24]([O:25][CH2:26][CH3:27])[O:28][CH2:29][CH3:30])[C:20](=[O:21])[C@@H:19]([NH:18][C:15](=[O:17])[CH2:14][N:2]([CH3:1])[NH:3][C:4]([NH:5][CH2:6][C:7]2[CH:8]=[CH:9][N:10]=[CH:11][CH:12]=2)=[O:13])[CH2:42][C:43]2[CH:44]=[CH:45][C:46]([O:49][C:50]([CH3:51])([CH3:53])[CH3:52])=[CH:47][CH:48]=2)[C:34]2[CH:41]=[CH:40][CH:39]=[CH:38][C:35]1=2. Procedure details: According to the procedure described in the synthesis method of Compound II-15, 2-(1-methyl-2-(pyridin-4-ylmethylcarbamoyl)hydrazinyl)acetic acid (Compound VI-6) 70 mg (0.29 mmol) was coupled with (S)-2-amino-N-(benzo[b]thiophen-3-ylmethyl)-3-(4-tert-butoxyphenyl)-N—((S)-1,1-diethoxypropan-2-yl)propanamide (Compound IV-6) 100 mg (0.20 mmol) to obtain the title compound. Starting materials: BrC1=CC=C2C(=CC(=NC2=C1)C(=O)OC)C(=O)OC (dimethyl 7-bromo-2,4-quinolinedicarboxylate), S(=O)(Cl)Cl (thionyl chloride), [OH-].[Na+] (NaOH), S(=O)(Cl)Cl (thionyl chloride). Run in O (H2O), C1CCOC1 (THF), CCO (EtOH), O (H2O), C1CCOC1 (THF). Conditions: temperature 50 celsius, time 30 minute. Product: BrC1=CC=C2C(=CC=NC2=C1)C(=O)OC (methyl 7-bromo-4-quinolinecarboxylate). Yield: 52.1%. Reaction SMILES: [Br:1][C:2]1[CH:11]=[C:10]2[C:5]([C:6]([C:16]([O:18][CH3:19])=[O:17])=[CH:7][C:8](C(OC)=O)=[N:9]2)=[CH:4][CH:3]=1.[OH-].[Na+].S(Cl)(Cl)=O>CCO.O.C1COCC1>[Br:1][C:2]1[CH:11]=[C:10]2[C:5]([C:6]([C:16]([O:18][CH3:19])=[O:17])=[CH:7][CH:8]=[N:9]2)=[CH:4][CH:3]=1 |f:1.2|. Procedure: To a solution of 750 mg (2.31 mmol) of dimethyl 7-bromo-2,4-quinolinedicarboxylate in a mixture of 20 mL of EtOH, 10 mL THF and 4 mL of H2O was added 925 mg (23.1 mmol) of NaOH. The mixture was stirred at 50° C. An additional 10 mL of THF and 15 mL of H2O were added after 5 min. After 30 min total at 50° C., the solution was concentrated to ⅓ volume and the pH was adjusted to 4.0 with 1.0 N HCl (aq) followed by the addition of 100 mL of H2O. The resulting solids were collected by suction filtrat... Reactants: C1(=CC=CC=C1)P(C1=C(C2=CC=CC=C2C=C1)C1=C(C=CC2=CC=CC=C12)P(C1=CC=CC=C1)C1=CC=CC=C1)C1=CC=CC=C1 (rac-2,2′-bis(diphenylphosphino)-1,1′-binaphthyl), C([O-])([O-])=O.[Cs+].[Cs+] (cesium carbonate), NC1=NC=CC(=C1)C (2-amino-4-picoline), C(C)(C)(C)OC(CC1CCN(CC1)C=1SC(=CN1)C1=NC(=CC=C1)Br)=O ({1-[5-(6-bromopyridin-2-yl)-thiazol-2-yl]piperidin-4-yl}acetic acid tert-butyl ester). Reagents/catalysts: C(C)(=O)[O-].[Pd+2].C(C)(=O)[O-] (palladium acetate). Solvent: C1(=CC=CC=C1)C (toluene), O (Water). Run at temperature 100 celsius, time 8 hour. Yields the product C(C)(C)(C)OC(CC1CCN(CC1)C=1SC(=CN1)C1=NC(=CC=C1)NC1=NC=CC(=C1)C)=O ((1-{5-[6(4-methylpyridin-2-ylamino)pyridin-2-yl]thiazol-2-yl}piperidin-4-yl)acetic acid tert-butyl ester). The yield is 62.4%. Reaction SMILES: C1(P(C2C=CC=CC=2)C2C=CC3C(=CC=CC=3)C=2C2C3C(=CC=CC=3)C=CC=2P(C2C=CC=CC=2)C2C=CC=CC=2)C=CC=CC=1.[NH2:47][C:48]1[CH:53]=[C:52]([CH3:54])[CH:51]=[CH:50][N:49]=1.[C:55]([O:59][C:60](=[O:80])[CH2:61][CH:62]1[CH2:67][CH2:66][N:65]([C:68]2[S:69][C:70]([C:73]3[CH:78]=[CH:77][CH:76]=[C:75](Br)[N:74]=3)=[CH:71][N:72]=2)[CH2:64][CH2:63]1)([CH3:58])([CH3:57])[CH3:56].C(=O)([O-])[O-].[Cs+].[Cs+]>C1(C)C=CC=CC=1.C([O-])(=O)C.[Pd+2].C([O-])(=O)C.O>[C:55]([O:59][C:60](=[O:80])[CH2:61][CH:62]1[CH2:63][CH2:64][N:65]([C:68]2[S:69][C:70]([C:73]3[CH:78]=[CH:77][CH:76]=[C:75]([NH:47][C:48]4[CH:53]=[C:52]([CH3:54])[CH:51]=[CH:50][N:49]=4)[N:74]=3)=[CH:71][N:72]=2)[CH2:66][CH2:67]1)([CH3:58])([CH3:56])[CH3:57] |f:3.4.5,7.8.9|. Procedure: rac-2,2′-bis(diphenylphosphino)-1,1′-binaphthyl (1.85 g, 2.97 mmol) and palladium acetate (500 mg, 2.22 mmol) were suspended in toluene (30 ml), and after 2-amino-4-picoline (1.60 g, 14.8 mmol) and {1-[5-(6-bromopyridin-2-yl)-thiazol-2-yl]piperidin-4-yl}acetic acid tert-butyl ester (6.50 g, 14.8 mmol) obtained in Step 2 were sequentially added, cesium carbonate (7.25 g, 22.2 mmol) was added, and the mixture was stirred overnight at 100° C. Water was added to the reaction solution and extracted w... Starting materials: C=CCn1c(-c2nc(Br)c(Br)n2CCBr)c(C2CCCCC2)c2ccc(C(=O)OC)cc21, ClCCl, C[O-], [Na+]. The product is C=CCn1c(-c2nc(Br)c(Br)n2C=C)c(C2CCCCC2)c2ccc(C(=O)OC)cc21. Reaction SMILES: [CH2:1]([CH:2]=[CH2:3])[n:4]1[c:5](-[c:23]2[n:24]([CH2:30][CH2:31][Br:32])[c:25]([Br:29])[c:26]([Br:28])[n:27]2)[c:6]([CH:17]2[CH2:18][CH2:19][CH2:20][CH2:21][CH2:22]2)[c:7]2[cH:8][cH:9][c:10]([C:13](=[O:14])[O:15][CH3:16])[cH:11][c:12]12.[CH2:33]([Cl:34])[Cl:35].[CH3:36][O-:37].[Na+:38]>>[CH2:1]([CH:2]=[CH2:3])[n:4]1[c:5](-[c:23]2[n:24]([CH:30]=[CH2:31])[c:25]([Br:29])[c:26]([Br:28])[n:27]2)[c:6]([CH:17]2[CH2:18][CH2:19][CH2:20][CH2:21][CH2:22]2)[c:7]2[cH:8][cH:9][c:10]([C:13](=[O:14])[O:15][CH3:16])[cH:11][c:12]12. The reactants are C(C)(=O)O[BH-](OC(C)=O)OC(C)=O.[Na+] (sodium triacetoxyborohydride), N1(CCNCCC1)C1=NC=2N(C(=N1)N)N=C(N2)C=2OC=CC2 (5-[1,4]Diazepan-1-yl-2-furan-2-yl-[1,2,4]triazolo[1,5-a][1,3,5]triazin-7-ylamine), ClC1=C(C=O)C=CC=C1 (2-chloro-benzaldehyde). The solvent is C(Cl)Cl (CH2Cl2), C(C)(=O)O (acetic acid). Reaction conditions: time 30 minute. The product is ClC1=C(CN2CCN(CCC2)C2=NC=3N(C(=N2)N)N=C(N3)C=3OC=CC3)C=CC=C1 (5-[4-(2-Chloro-benzyl)-[1,4]diazepan-1-yl]-2-furan-2-yl-[1,2,4]triazolo[1,5-a][1,3,5]triazin-7-ylamine). Reaction SMILES: [N:1]1([C:8]2[N:13]=[C:12]([NH2:14])[N:11]3[N:15]=[C:16]([C:18]4[O:19][CH:20]=[CH:21][CH:22]=4)[N:17]=[C:10]3[N:9]=2)[CH2:7][CH2:6][CH2:5][NH:4][CH2:3][CH2:2]1.[Cl:23][C:24]1[CH:31]=[CH:30][CH:29]=[CH:28][C:25]=1[CH:26]=O.C(O[BH-](OC(=O)C)OC(=O)C)(=O)C.[Na+]>C(Cl)Cl.C(O)(=O)C>[Cl:23][C:24]1[CH:31]=[CH:30][CH:29]=[CH:28][C:25]=1[CH2:26][N:4]1[CH2:5][CH2:6][CH2:7][N:1]([C:8]2[N:13]=[C:12]([NH2:14])[N:11]3[N:15]=[C:16]([C:18]4[O:19][CH:20]=[CH:21][CH:22]=4)[N:17]=[C:10]3[N:9]=2)[CH2:2][CH2:3]1 |f:2.3|. Procedure: 5-[1,4]Diazepan-1-yl-2-furan-2-yl-[1,2,4]triazolo[1,5-a][1,3,5]triazin-7-ylamine (0.15 mmol) was dissolved in 4 mL of CH2Cl2 along with 2 eq. of 2-chloro-benzaldehyde and 25 mL of glacial acetic acid. The reaction mixture was stirred at room temperature for 30 minutes and sodium triacetoxyborohydride (4 eq.) was added in a single portion. The resulting reaction mixture was then stirred at room temperature for 18 hours. It was then concentrated under a stream of N2 and purified by preparative HPL... The reactants are N(=[N+]=[N-])[C@H]1[C@H](SC)O[C@@H]([C@H]([C@@H]1OCC1=CC=C(C=C1)OC)OCC1=CC=CC=C1)CO[Si](C1=CC=CC=C1)(C1=CC=CC=C1)C(C)(C)C (Methyl 2-azido-4-O-benzyl-6-O-tert-butyldiphenylsilyl-2-deoxy-3-O-(4-methoxybenzyl)-1-thio-β-D-glucopyranoside), CC(=O)O (AcOH), C(C(C)[*:2])[*:1] (polypropylene). Solvent: CCOC(=O)C (EtOAc). Conditions: time 8 hour. Yields the product N(=[N+]=[N-])[C@H]1[C@H](SC)O[C@@H]([C@H]([C@@H]1OCC1=CC=C(C=C1)OC)OCC1=CC=CC=C1)CO (Methyl 2-azido-4-O-benzyl-2-deoxy-3-O-(4-methoxybenzyl)-1-thio-β-D-glucopyranoside). Isolated yield 75.0%. Reaction SMILES: [N:1]([C@@H:4]1[C@@H:11]([O:12][CH2:13][C:14]2[CH:19]=[CH:18][C:17]([O:20][CH3:21])=[CH:16][CH:15]=2)[C@H:10]([O:22][CH2:23][C:24]2[CH:29]=[CH:28][CH:27]=[CH:26][CH:25]=2)[C@@H:9]([CH2:30][O:31][Si](C(C)(C)C)(C2C=CC=CC=2)C2C=CC=CC=2)[O:8][C@H:5]1[S:6][CH3:7])=[N+:2]=[N-:3].CC(O)=O>CCOC(C)=O>[N:1]([C@@H:4]1[C@@H:11]([O:12][CH2:13][C:14]2[CH:15]=[CH:16][C:17]([O:20][CH3:21])=[CH:18][CH:19]=2)[C@H:10]([O:22][CH2:23][C:24]2[CH:25]=[CH:26][CH:27]=[CH:28][CH:29]=2)[C@@H:9]([CH2:30][OH:31])[O:8][C@H:5]1[S:6][CH3:7])=[N+:2]=[N-:3]. Reported procedure: To a mixture of methyl 2-azido-4-O-benzyl-6-O-tert-butyldiphenylsilyl-2-deoxy-3-O-(4-methoxybenzyl)-1-thio-β-D-glucopyranoside (32) (1.5 g, 2.2 mmol) and anhydrous AcOH (28.8 mL) in dry THF (169 mL) hydrogen fluoride-pyridine complex (20.3 mL) was added in a polypropylene container. The reaction mixture was kept at room temperature overnight, then diluted with EtOAc (1 L). The resulting solution was washed with saturated sodium hydrogen carbonate (4×1 L), saturated brine solution (1 L), dried ov... The reactants are Cl (HCl), CN1C(=C(C(C=C1C)=O)OCC1=CC=CC=C1)CN1C(C=2C(C1=O)=CC=CC2)=O (1,6-Dimethyl-2-phthalimidomethyl-3-benzyloxypyridin-4(1H)-one), O (Water), N2H4. Run in CCO (EtOH). Run at temperature 4 celsius. Yields the product CN1C(=C(C(C=C1C)=O)OCC1=CC=CC=C1)CN (1,6-Dimethyl-2-aminomethyl-3-benzyloxypyridin-4(1H)-one). The yield is 92.3%. Reaction SMILES: [CH3:1][N:2]1[C:7]([CH3:8])=[CH:6][C:5](=[O:9])[C:4]([O:10][CH2:11][C:12]2[CH:17]=[CH:16][CH:15]=[CH:14][CH:13]=2)=[C:3]1[CH2:18][N:19]1C(=O)C2=CC=CC=C2C1=O.O.Cl>CCO>[CH3:1][N:2]1[C:7]([CH3:8])=[CH:6][C:5](=[O:9])[C:4]([O:10][CH2:11][C:12]2[CH:17]=[CH:16][CH:15]=[CH:14][CH:13]=2)=[C:3]1[CH2:18][NH2:19]. Procedure: 10 g of 59 (26 mmol, 1 equiv) was dissolved in 100 ml EtOH. 17 ml N2H4 (5.5% aqueous) was added and the solution was refluxed for 3 hours. 59 did not fully dissolve until refluxing had begun. The solution was allowed to cool, at which point it solidified. Water was added and the pH adjusted to 1 with conc. HCl. After overnight cooling at 4° C., the solution was filtered. The pH of the filtrate was adjusted to 14 with 10 N NaOH and extracted with 5×100 ml CH2Cl2. The extracts were combined and dr...